The task is: describe an organic reaction: reactants, conditions, products, and yield. This data is from the Open Reaction Database (ORD), a public repository of structured organic reaction records. Reactants: ClCCCBr, CC(C)(C)[O-], CN(C)C=O, CCOC(C)=O, Cl, [K+], O=C1Nc2ccccc2C1=O. The product is O=C1C(=O)N(CCCCl)c2ccccc21. As a reaction SMILES: [Br:18][CH2:19][CH2:20][CH2:21][Cl:22].[CH3:12][C:13]([CH3:14])([O-:15])[CH3:16].[CH3:24][N:25]([CH3:26])[CH:27]=[O:28].[CH3:29][CH2:30][O:31][C:32](=[O:33])[CH3:34].[ClH:23].[K+:17].[O:1]=[C:2]1[NH:3][c:4]2[cH:5][cH:6][cH:7][cH:8][c:9]2[C:10]1=[O:11]>>[O:1]=[C:2]1[N:3]([CH2:19][CH2:20][CH2:21][Cl:22])[c:4]2[cH:5][cH:6][cH:7][cH:8][c:9]2[C:10]1=[O:11]. Starting materials: [OH-].[Na+] (sodium hydroxide), C(C)(=O)OC=1C(=CC=2NC3=CC=C(C=C3S(C2C1Br)(=O)=O)OC)OC (3-acetoxy-4-bromo-2,7-dimethoxy-10H-phenothiazine-5,5-dioxide), C(C)(=O)O (acetic acid). Run in O (water), CO (methanol). Reaction conditions: time 20 minute. The product is BrC1=C(C(=CC=2NC3=CC=C(C=C3S(C12)(=O)=O)OC)OC)O (4-bromo-2,7-dimethoxy-3-hydroxy-10H-phenothiazine-5,5-dioxide). Isolated yield 106.4%. As a reaction SMILES: C([O:4][C:5]1[C:6]([O:24][CH3:25])=[CH:7][C:8]2[NH:9][C:10]3[C:15]([S:16](=[O:21])(=[O:20])[C:17]=2[C:18]=1[Br:19])=[CH:14][C:13]([O:22][CH3:23])=[CH:12][CH:11]=3)(=O)C.[OH-].[Na+].C(O)(=O)C>CO.O>[Br:19][C:18]1[C:17]2[S:16](=[O:20])(=[O:21])[C:15]3[C:10](=[CH:11][CH:12]=[C:13]([O:22][CH3:23])[CH:14]=3)[NH:9][C:8]=2[CH:7]=[C:6]([O:24][CH3:25])[C:5]=1[OH:4] |f:1.2|. Procedure details: To a suspension of 3-acetoxy-4-bromo-2,7-dimethoxy-10H-phenothiazine-5,5-dioxide (10.0 g) in methanol (105 ml) there was added 2N aqueous sodium hydroxide solution (74 ml) and the resulting mixture was stirred at room temperature for 20 minutes. There was then added 10% aqueous acetic acid solution (250 ml) and a thick precipitate was formed. The mixture was diluted with water (105 ml) and filtered, the solid washed with water and ether, and dried in a desiccator, affording the title compound (9...